Dataset: the Open Reaction Database (ORD), a public repository of structured organic reaction records. Task: describe an organic reaction: reactants, conditions, products, and yield Starting materials: C(C1=CC=CC=C1)N1CCC(CC1)NC(=O)OC(C)(C)C (1-benzyl-4-tert-butoxycarbonylaminopiperidine), [H-].[Na+] (sodium hydride), [H-].[Na+] (sodium hydride), BrCCCCCCCBr (1,7-dibromoheptane). Run in CN(C)C=O (DMF). Conditions: time 30 minute. Yields the product C(C)(C)(C)OC(N(CCCCCCCBr)C1CCN(CC1)CC1=CC=CC=C1)=O ((1-Benzylpiperidin-4-yl)-(7-bromoheptyl)carbamic Acid tert-Butyl Ester). Isolated yield 85.0%. RXN SMILES: [CH2:1]([N:8]1[CH2:13][CH2:12][CH:11]([NH:14][C:15]([O:17][C:18]([CH3:21])([CH3:20])[CH3:19])=[O:16])[CH2:10][CH2:9]1)[C:2]1[CH:7]=[CH:6][CH:5]=[CH:4][CH:3]=1.[H-].[Na+].[Br:24][CH2:25][CH2:26][CH2:27][CH2:28][CH2:29][CH2:30][CH2:31]Br>CN(C=O)C>[C:18]([O:17][C:15](=[O:16])[N:14]([CH:11]1[CH2:12][CH2:13][N:8]([CH2:1][C:2]2[CH:3]=[CH:4][CH:5]=[CH:6][CH:7]=2)[CH2:9][CH2:10]1)[CH2:31][CH2:30][CH2:29][CH2:28][CH2:27][CH2:26][CH2:25][Br:24])([CH3:21])([CH3:20])[CH3:19] |f:1.2|. Procedure details: To a chilled solution of 1-benzyl-4-tert-butoxycarbonylaminopiperidine (6.8 g, 23.4 mmol) in DMF (200 mL) was added sodium hydride (0.6 g, 60% dispersion in mineral oil). After 30 min, 1,7-dibromoheptane was added (12 mL) and the reaction mixture was stirred for 24 h. Another portion of sodium hydride (0.6 g, 60% dispersion in mineral oil) was added and the reaction mixture was stirred for 18 h. The DMF was removed in vacuo and the residue extracted with dichloromethane and 1 N HCl (3×). The org... Reactants: CCO, COc1ccc2nnc(Cl)n2n1, [K+], O=C(NCCN1CCCC1)Nc1nc2ccc(S)cc2s1, O, O=P([O-])(O)O, OC(CS)C(O)CS. Yields the product COc1ccc2nnc(Sc3ccc4nc(NC(=O)NCCN5CCCC5)sc4c3)n2n1. RXN SMILES: [CH3:49][CH2:50][OH:51].[Cl:36][c:37]1[n:38][n:39][c:40]2[n:41]1[n:42][c:43]([O:46][CH3:47])[cH:44][cH:45]2.[K+:22].[N:1]1([CH2:6][CH2:7][NH:8][C:9](=[O:10])[NH:11][c:12]2[s:13][c:14]3[c:15]([n:16]2)[cH:17][cH:18][c:19]([SH:21])[cH:20]3)[CH2:2][CH2:3][CH2:4][CH2:5]1.[OH2:48].[OH:23][P:24](=[O:25])([O-:26])[OH:27].[SH:28][CH2:29][CH:30]([CH:31]([CH2:32][SH:33])[OH:34])[OH:35]>>[N:1]1([CH2:6][CH2:7][NH:8][C:9](=[O:10])[NH:11][c:12]2[s:13][c:14]3[c:15]([n:16]2)[cH:17][cH:18][c:19]([S:21][c:37]2[n:38][n:39][c:40]4[n:41]2[n:42][c:43]([O:46][CH3:47])[cH:44][cH:45]4)[cH:20]3)[CH2:2][CH2:3][CH2:4][CH2:5]1.